Task: describe an organic reaction: reactants, conditions, products, and yield. Dataset: the Open Reaction Database (ORD), a public repository of structured organic reaction records Reactants: CCCCCC.CCOC(=O)C (Hexane EtOAc), C(C1=CC=CC=C1)N1CC(C(CC1)=O)C (1-benzyl-3-methyl-piperidin-4-one), CC(C)(C)[O-].[Na+] (NaOt-Bu). The solvent is C1CCOC1 (THF). Reaction conditions: time 8 hour. Yields the product C(C1=CC=CC=C1)N1CC(C(CC1)=O)(C)C (1-benzyl-3,3-dimethyl-piperidin-4-one). As a reaction SMILES: [CH2:1]([N:8]1[CH2:13][CH2:12][C:11](=[O:14])[CH:10]([CH3:15])[CH2:9]1)[C:2]1[CH:7]=[CH:6][CH:5]=[CH:4][CH:3]=1.[CH3:16]C([O-])(C)C.[Na+].CCCCCC.CCOC(C)=O>C1COCC1>[CH2:1]([N:8]1[CH2:13][CH2:12][C:11](=[O:14])[C:10]([CH3:16])([CH3:15])[CH2:9]1)[C:2]1[CH:3]=[CH:4][CH:5]=[CH:6][CH:7]=1 |f:1.2,3.4|. Procedure details: To a solution of 1-benzyl-3-methyl-piperidin-4-one (7.0 g, 34 mmol) and Mel (2.4 mL) in THF (100 mL) was added NaOt-Bu (4.2 g, 44 mmol) at 0° C. The reaction was slowly allowed to warm to room temperature and stirred overnight. The aqueous layer was extracted with CH2Cl2. The organic extracts were combined, washed with brine and dried over MgSO4. The solution was filtered and concentrated in vacuo to give the crude product. Flash column chromatography (Hexane/EtOAc, gradient) of the residue gave... The reactants are CC(=O)O, O=C1OC(=O)C2CCCCC12, NC(CC(=O)O)c1ccccc1. Product: O=C(O)CC(c1ccccc1)N1C(=O)C2CCCCC2C1=O. As a reaction SMILES: [CH3:24][C:25](=[O:26])[OH:27].[CH:13]12[CH:14]([CH2:15][CH2:16][CH2:17][CH2:18]1)[C:19](=[O:20])[O:21][C:22]2=[O:23].[NH2:1][CH:2]([CH2:3][C:4](=[O:5])[OH:6])[c:7]1[cH:8][cH:9][cH:10][cH:11][cH:12]1>>[N:1]1([CH:2]([CH2:3][C:4](=[O:5])[OH:6])[c:7]2[cH:8][cH:9][cH:10][cH:11][cH:12]2)[C:19](=[O:20])[CH:14]2[CH:13]([CH2:18][CH2:17][CH2:16][CH2:15]2)[C:22]1=[O:21]. Reactants: [Al+3], C1CCOC1, Cc1cc(C(=O)CCc2nc(-c3ccc(Cl)cc3Cl)oc2C(C)C)ccc1O, [H-], [H-], [H-], [H-], [Li+], [Na+], [Na+], O=S(=O)([O-])[O-]. The product is Cc1cc(C(O)CCc2nc(-c3ccc(Cl)cc3Cl)oc2C(C)C)ccc1O. RXN SMILES: [Al+3:2].[CH2:42]1[O:43][CH2:44][CH2:45][CH2:46]1.[Cl:7][c:8]1[c:9](-[c:15]2[o:16][c:17]([CH:32]([CH3:33])[CH3:34])[c:18]([CH2:20][CH2:21][C:22](=[O:23])[c:24]3[cH:25][c:26]([CH3:31])[c:27]([OH:30])[cH:28][cH:29]3)[n:19]2)[cH:10][cH:11][c:12]([Cl:14])[cH:13]1.[H-:1].[H-:4].[H-:5].[H-:6].[Li+:3].[Na+:35].[Na+:36].[O-:37][S:38](=[O:39])(=[O:40])[O-:41]>>[Cl:7][c:8]1[c:9](-[c:15]2[o:16][c:17]([CH:32]([CH3:33])[CH3:34])[c:18]([CH2:20][CH2:21][CH:22]([OH:23])[c:24]3[cH:25][c:26]([CH3:31])[c:27]([OH:30])[cH:28][cH:29]3)[n:19]2)[cH:10][cH:11][c:12]([Cl:14])[cH:13]1. Reactants: CCOC(=O)C1(CCI)CCN(C(=O)OC(C)(C)C)CC1, CC(=O)N1CCc2ccc(S)cc2C1, CN(C)C=O, [H-], [Na+], O. The product is CCOC(=O)C1(CCSc2ccc3c(c2)CN(C(C)=O)CC3)CCN(C(=O)OC(C)(C)C)CC1. As a reaction SMILES: [C:17]([CH3:18])([CH3:19])([CH3:20])[O:21][C:22](=[O:23])[N:24]1[CH2:25][CH2:26][C:27]([CH2:30][CH2:31][I:32])([C:33](=[O:34])[O:35][CH2:36][CH3:37])[CH2:28][CH2:29]1.[C:1]([CH3:2])(=[O:3])[N:4]1[CH2:5][c:6]2[cH:7][c:8]([SH:14])[cH:9][cH:10][c:11]2[CH2:12][CH2:13]1.[CH3:39][N:40]([CH3:41])[CH:42]=[O:43].[H-:15].[Na+:16].[OH2:38]>>[C:1]([CH3:2])(=[O:3])[N:4]1[CH2:5][c:6]2[cH:7][c:8]([S:14][CH2:31][CH2:30][C:27]3([C:33](=[O:34])[O:35][CH2:36][CH3:37])[CH2:26][CH2:25][N:24]([C:22]([O:21][C:17]([CH3:18])([CH3:19])[CH3:20])=[O:23])[CH2:29][CH2:28]3)[cH:9][cH:10][c:11]2[CH2:12][CH2:13]1. Reactants: O=C([O-])O, CCOC(=O)C1(F)C2CC(SCc3ccc(Cl)c(Cl)c3)C(N=[N+]=[N-])(C(=O)OCC)C21, CCOCC, CP(C)C, [Na+], C1CCOC1, C1CCOC1, O. The product is CCOC(=O)C1(N)C(SCc2ccc(Cl)c(Cl)c2)CC2C1C2(F)C(=O)OCC. RXN SMILES: [C:40](=[O:41])([O-:42])[OH:43].[CH2:10]([CH3:11])[O:12][C:13](=[O:14])[C:15]1([N:37]=[N+:38]=[N-:39])[CH:16]2[C:17]([C:31](=[O:32])[O:33][CH2:34][CH3:35])([F:36])[CH:18]2[CH2:19][CH:20]1[S:21][CH2:22][c:23]1[cH:24][c:25]([Cl:30])[c:26]([Cl:29])[cH:27][cH:28]1.[CH3:51][CH2:52][O:53][CH2:54][CH3:55].[CH3:6][P:7]([CH3:8])[CH3:9].[Na+:44].[O:1]1[CH2:2][CH2:3][CH2:4][CH2:5]1.[O:45]1[CH2:46][CH2:47][CH2:48][CH2:49]1.[OH2:50]>>[CH2:10]([CH3:11])[O:12][C:13](=[O:14])[C:15]1([NH2:37])[CH:16]2[C:17]([C:31](=[O:32])[O:33][CH2:34][CH3:35])([F:36])[CH:18]2[CH2:19][CH:20]1[S:21][CH2:22][c:23]1[cH:24][c:25]([Cl:30])[c:26]([Cl:29])[cH:27][cH:28]1. Reactants: C[C@@H]1CC[C@H](CC1)NC(C=CC1=CC(=C(C=C1)OCCC1=NNC=C1)OC)=O (N-(trans-4-methylcyclohexyl )-4-(2-pyrazolylethoxy) -3-methoxycinnamamide). Reagents/catalysts: [C].[Pd] (palladium-carbon). The solvent is CO (methanol). Product: C[C@@H]1CC[C@H](CC1)NC(CCC1=CC(=C(C=C1)OCCC1=NNC=C1)OC)=O (N-(trans-4-methylcyclohexyl) -3-[4-(2-pyrazolylethoxy)-3methoxyphenyl]propionamide). Yield: 49.7%. As a reaction SMILES: [CH3:1][C@H:2]1[CH2:7][CH2:6][C@H:5]([NH:8][C:9](=[O:28])[CH:10]=[CH:11][C:12]2[CH:17]=[CH:16][C:15]([O:18][CH2:19][CH2:20][C:21]3[CH:25]=[CH:24][NH:23][N:22]=3)=[C:14]([O:26][CH3:27])[CH:13]=2)[CH2:4][CH2:3]1>[C].[Pd].CO>[CH3:1][C@H:2]1[CH2:7][CH2:6][C@H:5]([NH:8][C:9](=[O:28])[CH2:10][CH2:11][C:12]2[CH:17]=[CH:16][C:15]([O:18][CH2:19][CH2:20][C:21]3[CH:25]=[CH:24][NH:23][N:22]=3)=[C:14]([O:26][CH3:27])[CH:13]=2)[CH2:4][CH2:3]1 |f:1.2|. Reported procedure: Using 0.1 g of N-(trans-4-methylcyclohexyl )-4-(2-pyrazolylethoxy) -3-methoxycinnamamide (Example 180), 0.007 g of 10% palladium-carbon, and 30 ml of methanol, a reaction similar to that conducted in Example 147 was carried out. As a result, 0.05 g of N-(trans-4-methylcyclohexyl) -3-[4-(2-pyrazolylethoxy)-3methoxyphenyl]propionamide (a compound of the present invention) was obtained as light-yellowish brown crystal, which had the following physiochemical properties: Reactants: BrC=1C=C(C(=NC1)NC)N (5-bromo-N2-methylpyridine-2,3-diamine), FC(C(=O)O)(F)F (trifluoroacetic acid), C(C)(=O)O[BH-](OC(C)=O)OC(C)=O.[Na+] (sodium triacetoxyborohydride), C(=O)(C(F)(F)F)O (TFA), [OH-].[Na+] (sodium hydroxide), C(C)(=O)O[BH-](OC(C)=O)OC(C)=O.[Na+] (sodium triacetoxyborohydride), FC(C(=O)O)(F)F (2,2,2-trifluoroacetic acid), BrC=1C=C(C(=NC1)NC)N (5-bromo-N2-methylpyridine-2,3-diamine). The solvent is C(C)(=O)OC(C)C (isopropyl acetate), CC(=O)C (acetone), C(C)(=O)OC(C)C (isopropyl acetate), CC(=O)C (acetone), O (water), CC(=O)C (acetone). Run at time 4 hour. The product is BrC=1C=C(C(=NC1)NC)NC(C)C (5-bromo-N3-isopropyl-N2-methylpyridine-2,3-diamine), BrC=1C=C2C(=NC1)N(C(N2)(C)C)C (6-bromo-2,2,3-trimethyl-2,3-dihydro-1H-imidazo[4,5-b]pyridine). Yield: 1225.3%. RXN SMILES: [Br:1][C:2]1[CH:3]=[C:4]([NH2:10])[C:5]([NH:8][CH3:9])=[N:6][CH:7]=1.F[C:12](F)(F)[C:13](O)=O.[C:18](O[BH-](O[C:28](=O)[CH3:29])OC(=O)C)(=O)C.[Na+].[OH-].[Na+]>C(OC(C)C)(=O)C.O.CC(C)=O>[Br:1][C:2]1[CH:3]=[C:4]([NH:10][CH:12]([CH3:13])[CH3:18])[C:5]([NH:8][CH3:9])=[N:6][CH:7]=1.[Br:1][C:2]1[CH:3]=[C:4]2[NH:10][C:28]([CH3:29])([CH3:12])[N:8]([CH3:9])[C:5]2=[N:6][CH:7]=1 |f:2.3,4.5|. Procedure details: 5-bromo-N2-methylpyridine-2,3-diamine (54.4 mg, 0.269 mmol) was dissolved in isopropyl acetate (1.5 ml) and acetone (23 μl, 0.31 mmol), trifluoroacetic acid (0.045 ml, 0.58 mmol), and sodium triacetoxyborohydride (64 mg, 0.30 mmol) were added. The reaction was stirred under nitrogen at room temperature for 4 hours, and then more acetone was added (0.040 ml) along with TFA (0.090 ml) and isopropyl acetate (0.5 ml). The reaction was then stirred overnight. This reaction was repeated on a larger sc...